This data is from the Open Reaction Database (ORD), a public repository of structured organic reaction records. The task is: describe an organic reaction: reactants, conditions, products, and yield The reactants are CC(C)(C)[Si](C)(C)Oc1ccc(CC(=O)CN2CCC(O)(Cc3ccccc3)CC2)cc1, CCCC[N+](CCCC)(CCCC)CCCC, C1CCOC1, CO, Cl, [F-]. The product is O=C(Cc1ccc(O)cc1)CN1CCC(O)(Cc2ccccc2)CC1, Cl. As a reaction SMILES: [CH2:1]([c:2]1[cH:3][cH:4][cH:5][cH:6][cH:7]1)[C:8]1([OH:32])[CH2:9][CH2:10][N:11]([CH2:14][C:15]([CH2:16][c:17]2[cH:18][cH:19][c:20]([O:23][Si:24]([C:25]([CH3:26])([CH3:27])[CH3:28])([CH3:29])[CH3:30])[cH:21][cH:22]2)=[O:31])[CH2:12][CH2:13]1.[CH2:34]([N+:35]([CH2:36][CH2:37][CH2:38][CH3:39])([CH2:40][CH2:41][CH2:42][CH3:43])[CH2:44][CH2:45][CH2:46][CH3:47])[CH2:48][CH2:49][CH3:50].[CH2:52]1[O:53][CH2:54][CH2:55][CH2:56]1.[CH3:57][OH:58].[ClH:51].[F-:33]>>[CH2:1]([c:2]1[cH:3][cH:4][cH:5][cH:6][cH:7]1)[C:8]1([OH:32])[CH2:9][CH2:10][N:11]([CH2:14][C:15]([CH2:16][c:17]2[cH:18][cH:19][c:20]([OH:23])[cH:21][cH:22]2)=[O:31])[CH2:12][CH2:13]1.[ClH:51]. The reactants are O=C1C2CN(Cc3ccccc3)CC1CN(Cc1ccccc1)C2, C[Mg+], CCOCC, [Cl-]. Yields the product CC1(O)C2CN(Cc3ccccc3)CC1CN(Cc1ccccc1)C2. RXN SMILES: [CH2:1]([c:2]1[cH:3][cH:4][cH:5][cH:6][cH:7]1)[N:8]1[CH2:9][CH:10]2[CH2:11][N:12]([CH2:18][c:19]3[cH:20][cH:21][cH:22][cH:23][cH:24]3)[CH2:13][CH:14]([CH2:15]1)[C:16]2=[O:17].[CH3:26][Mg+:27].[CH3:28][CH2:29][O:30][CH2:31][CH3:32].[Cl-:25]>>[CH2:1]([c:2]1[cH:3][cH:4][cH:5][cH:6][cH:7]1)[N:8]1[CH2:9][CH:10]2[CH2:11][N:12]([CH2:18][c:19]3[cH:20][cH:21][cH:22][cH:23][cH:24]3)[CH2:13][CH:14]([CH2:15]1)[C:16]2([OH:17])[CH3:26].